This data is from the Open Reaction Database (ORD), a public repository of structured organic reaction records. The task is: describe an organic reaction: reactants, conditions, products, and yield The reactants are COc1ccc(-c2c(-c3ccccc3)oc3ncnc(OCC(C)COCC(=O)OC(C)(C)C)c23)cc1, Cl, C1COCCO1. Yields the product COc1ccc(-c2c(-c3ccccc3)oc3ncnc(OCC(C)COCC(=O)O)c23)cc1. As a reaction SMILES: [C:1]([CH3:2])([CH3:3])([CH3:4])[O:5][C:6]([CH2:7][O:8][CH2:9][CH:10]([CH2:11][O:12][c:13]1[c:14]2[c:15]([n:16][cH:17][n:18]1)[o:19][c:20](-[c:30]1[cH:31][cH:32][cH:33][cH:34][cH:35]1)[c:21]2-[c:22]1[cH:23][cH:24][c:25]([O:28][CH3:29])[cH:26][cH:27]1)[CH3:36])=[O:37].[ClH:38].[O:39]1[CH2:40][CH2:41][O:42][CH2:43][CH2:44]1>>[O:5]=[C:6]([CH2:7][O:8][CH2:9][CH:10]([CH2:11][O:12][c:13]1[c:14]2[c:15]([n:16][cH:17][n:18]1)[o:19][c:20](-[c:30]1[cH:31][cH:32][cH:33][cH:34][cH:35]1)[c:21]2-[c:22]1[cH:23][cH:24][c:25]([O:28][CH3:29])[cH:26][cH:27]1)[CH3:36])[OH:37].